describe an organic reaction: reactants, conditions, products, and yield From a dataset of the Open Reaction Database (ORD), a public repository of structured organic reaction records. Starting materials: COCCOC, CO, CCOC(C)=O, OC1CCC(Nc2cc(I)c(Cl)cn2)CC1, CC1(C)OB(c2cccc(F)n2)OC1(C)C, [Na+], [Na+], O=C([O-])[O-]. Product: OC1CCC(Nc2cc(-c3cccc(F)n3)c(Cl)cn2)CC1. RXN SMILES: [CH3:33][O:34][CH2:35][CH2:36][O:37][CH3:38].[CH3:45][OH:46].[CH3:47][CH2:48][O:49][C:50](=[O:51])[CH3:52].[Cl:1][c:2]1[c:3]([I:16])[cH:4][c:5]([NH:8][CH:9]2[CH2:10][CH2:11][CH:12]([OH:15])[CH2:13][CH2:14]2)[n:6][cH:7]1.[F:17][c:18]1[n:19][c:20]([B:24]2[O:25][C:26]([CH3:27])([CH3:28])[C:29]([CH3:30])([CH3:31])[O:32]2)[cH:21][cH:22][cH:23]1.[Na+:39].[Na+:40].[O-:41][C:42](=[O:43])[O-:44]>>[Cl:1][c:2]1[c:3](-[c:20]2[n:19][c:18]([F:17])[cH:23][cH:22][cH:21]2)[cH:4][c:5]([NH:8][CH:9]2[CH2:10][CH2:11][CH:12]([OH:15])[CH2:13][CH2:14]2)[n:6][cH:7]1. The reactants are CCNCC(C)N1c2ccccc2Sc2ccc(C#N)cc21, CN(C)C=O, CC(C)I, [Na+], [Na+], O=C([O-])[O-]. Product: CCN(CC(C)N1c2ccccc2Sc2ccc(C#N)cc21)C(C)C. As a reaction SMILES: [CH2:1]([CH3:2])[NH:3][CH2:4][CH:5]([CH3:6])[N:7]1[c:8]2[cH:9][cH:10][cH:11][cH:12][c:13]2[S:14][c:15]2[cH:16][cH:17][c:18]([C:21]#[N:22])[cH:19][c:20]21.[CH3:33][N:34]([CH3:35])[CH:36]=[O:37].[I:23][CH:24]([CH3:25])[CH3:26].[Na+:27].[Na+:28].[O-:29][C:30](=[O:31])[O-:32]>>[CH2:1]([CH3:2])[N:3]([CH2:4][CH:5]([CH3:6])[N:7]1[c:8]2[cH:9][cH:10][cH:11][cH:12][c:13]2[S:14][c:15]2[cH:16][cH:17][c:18]([C:21]#[N:22])[cH:19][c:20]21)[CH:24]([CH3:25])[CH3:26]. Starting materials: C(C)NCC (diethylamine), N(=NC(C)(CC)N=C=O)C(C)(CC)N=C=O (2,2'-Azobis-(2-isocyanatobutane)). Run in CCCCC (pentane). Reaction conditions: time 60 minute. Yields the product N(=NC(C)(CC)NC(=O)N(CC)CC)C(C)(CC)NC(=O)N(CC)CC (2,2'-Azobis[2-(diethylaminocarbonylamino)butane]). RXN SMILES: [CH2:1]([NH:3][CH2:4][CH3:5])[CH3:2].[N:6]([C:15]([N:19]=[C:20]=[O:21])([CH2:17][CH3:18])[CH3:16])=[N:7][C:8]([N:12]=[C:13]=[O:14])([CH2:10][CH3:11])[CH3:9]>CCCCC>[N:6]([C:15]([NH:19][C:20]([N:3]([CH2:4][CH3:5])[CH2:1][CH3:2])=[O:21])([CH2:17][CH3:18])[CH3:16])=[N:7][C:8]([NH:12][C:13]([N:3]([CH2:4][CH3:5])[CH2:1][CH3:2])=[O:14])([CH2:10][CH3:11])[CH3:9]. Reported procedure: To a stirred solution of 3.95 grams (0.054 moles) of diethylamine in 30 ml pentane in a 50 ml erlenmeyer flask cooled in a water bath was added 6.05 grams (0.027 moles) of 2,2'-azobis(2-isocyanatobutane) (from Example XXXVI) dropwise over 20 minutes while holding the reaction temperature below 30° C. After the addition was complete, the reaction was stirred for an additional 60 minutes at room temperature and filtered. The filter cake was washed with pentane and dried. The dry white solid weighe... Yields the product Cc1[nH]c(=O)[nH]c(=O)c1[N+](=O)[O-]. Reaction SMILES: [CH3:1][c:2]1[cH:3][c:4](=[O:9])[nH:5][c:6](=[O:8])[nH:7]1.[OH:10][N+:11]([O-:12])=[O:13]>>[CH3:1][c:2]1[c:3]([N+:11](=[O:10])[O-:12])[c:4](=[O:9])[nH:5][c:6](=[O:8])[nH:7]1. Starting materials: Cc1cc(=O)[nH]c(=O)[nH]1, O=[N+]([O-])O. Starting materials: [Al+3], CCc1nn(-c2cc(F)cc(F)c2)cc1C(=O)OC, [H-], [H-], [H-], [H-], [Li+], C1CCOC1. Product: CCc1nn(-c2cc(F)cc(F)c2)cc1CO. Reaction SMILES: [Al+3:21].[F:1][c:2]1[cH:3][c:4](-[n:9]2[n:10][c:11]([CH2:18][CH3:19])[c:12]([C:14](=[O:15])[O:16][CH3:17])[cH:13]2)[cH:5][c:6]([F:8])[cH:7]1.[H-:20].[H-:23].[H-:24].[H-:25].[Li+:22].[O:26]1[CH2:27][CH2:28][CH2:29][CH2:30]1>>[F:1][c:2]1[cH:3][c:4](-[n:9]2[n:10][c:11]([CH2:18][CH3:19])[c:12]([CH2:14][OH:15])[cH:13]2)[cH:5][c:6]([F:8])[cH:7]1. Solvent: ClCCl (dichloromethane). Reaction conditions: time 12 hour. Reaction SMILES: [Cl:1][C:2]1[CH:10]=[C:6]([C:7]([OH:9])=O)[C:5]([OH:11])=[CH:4][CH:3]=1.[F:12][C:13]([F:26])([F:25])[C:14]1[CH:15]=[C:16]([CH:18]=[C:19]([C:21]([F:24])([F:23])[F:22])[CH:20]=1)N.C[CH2:28][N:29]=C=NCCCN(C)C>CN(C1C=CN=CC=1)C.ClCCl>[F:12][C:13]([F:26])([F:25])[C:14]1[CH:15]=[C:16]([CH:18]=[C:19]([C:21]([F:24])([F:23])[F:22])[CH:20]=1)[CH2:28][NH:29][C:7](=[O:9])[C:6]1[CH:10]=[C:2]([Cl:1])[CH:3]=[CH:4][C:5]=1[OH:11]. Reactants: ClC1=CC=C(C(C(=O)O)=C1)O (5-chlorosalicylic acid), FC(C=1C=C(N)C=C(C1)C(F)(F)F)(F)F (3,5-bis(trifluoromethyl)aniline), CCN=C=NCCCN(C)C (EDCI). Yields the product FC(C=1C=C(CNC(C2=C(C=CC(=C2)Cl)O)=O)C=C(C1)C(F)(F)F)(F)F (N-(3,5-bis-trifluoromethyl-benzyl)-5-chloro-2-hydroxy-benzamide). Isolated yield 38.3%. Procedure: To 12 ml of dichloromethane were added 5-chlorosalicylic acid (690 mg, 4 mmol), 3,5-bis(trifluoromethyl)aniline (972 mg, 4 mmol), EDCI (1.2 g, 8 mmol), and DMAP (49 mg, 0.4 mmol) in the presence of argon gas, followed by stirring for 12 hours at room temperature. The mixture was concentrated under reduced pressure, and then dissolved in 60 ml of ethylacetate, which was washed with water (40 ml×2). The organic layer was concentrated under reduced pressure, followed by column chromatography (devel... Reagents/catalysts: CN(C)C=1C=CN=CC1 (DMAP). The reactants are N1CCC(CC1)C1OC2=C(CN3C1=CC=C3)C=CC=C2 (11-(piperidin-4-yl)-5H,11H-pyrrolo[2,1-c][1,4]benzoxazepine), CS(=O)(=O)OCCC1=C(C=CC=C1)F ((2-fluorophenyl)-ethyl methanesulfonate), C(=O)([O-])[O-].[K+].[K+] (K2CO3). The solvent is CN(C=O)C (dimethylformamide). Conditions: temperature 85 celsius. Product: FC1=C(C=CC=C1)CCN1CCC(CC1)C1OC2=C(CN3C1=CC=C3)C=CC=C2 (11-{1-[2-(2-Fluorophenyl)ethyl]piperidin-4-yl}-5H,11H-pyrrolo[2,1-c][1,4]benzoxazepine). As a reaction SMILES: [NH:1]1[CH2:6][CH2:5][CH:4]([CH:7]2[C:13]3=[CH:14][CH:15]=[CH:16][N:12]3[CH2:11][C:10]3[CH:17]=[CH:18][CH:19]=[CH:20][C:9]=3[O:8]2)[CH2:3][CH2:2]1.CS(O[CH2:26][CH2:27][C:28]1[CH:33]=[CH:32][CH:31]=[CH:30][C:29]=1[F:34])(=O)=O.C([O-])([O-])=O.[K+].[K+]>CN(C)C=O>[F:34][C:29]1[CH:30]=[CH:31][CH:32]=[CH:33][C:28]=1[CH2:27][CH2:26][N:1]1[CH2:2][CH2:3][CH:4]([CH:7]2[C:13]3=[CH:14][CH:15]=[CH:16][N:12]3[CH2:11][C:10]3[CH:17]=[CH:18][CH:19]=[CH:20][C:9]=3[O:8]2)[CH2:5][CH2:6]1 |f:2.3.4|. Procedure: A mixture of 11-(piperidin-4-yl)-5H,11H-pyrrolo[2,1-c][1,4]benzoxazepine (5.0 g, 0.019 mole), (2-fluorophenyl)-ethyl methanesulfonate (4.47 g, 0.02 mole), K2CO3 (11 g) and 150 ml dimethylformamide was heated at 85° C. for 9 hours. Starting materials: ClCCCl, CN1CCOCC1, CCOCC, O=CN(CC(CC1CCCC1)C(=O)O)OCc1ccccc1, NNc1nc(Cl)nc(N2CCN3CCOCC3C2)c1F, CN(C)C=O, On1nnc2cccnc21. Yields the product O=CN(CC(CC1CCCC1)C(=O)NNc1nc(Cl)nc(N2CCN3CCOCC3C2)c1F)OCc1ccccc1. Reaction SMILES: [CH2:60]([Cl:61])[CH2:62][Cl:63].[CH3:43][N:44]1[CH2:45][CH2:46][O:47][CH2:48][CH2:49]1.[CH3:69][CH2:70][O:71][CH2:72][CH3:73].[CH:21]1([CH2:26][CH:27]([C:28](=[O:29])[OH:30])[CH2:31][N:32]([O:33][CH2:34][c:35]2[cH:36][cH:37][cH:38][cH:39][cH:40]2)[CH:41]=[O:42])[CH2:22][CH2:23][CH2:24][CH2:25]1.[Cl:1][c:2]1[n:3][c:4]([NH:19][NH2:20])[c:5]([F:18])[c:6]([N:8]2[CH2:9][CH:10]3[CH2:11][O:12][CH2:13][CH2:14][N:15]3[CH2:16][CH2:17]2)[n:7]1.[O:64]=[CH:65][N:66]([CH3:67])[CH3:68].[OH:50][n:51]1[c:52]2[n:53][cH:54][cH:55][cH:56][c:57]2[n:58][n:59]1>>[Cl:1][c:2]1[n:3][c:4]([NH:19][NH:20][C:28]([CH:27]([CH2:26][CH:21]2[CH2:22][CH2:23][CH2:24][CH2:25]2)[CH2:31][N:32]([O:33][CH2:34][c:35]2[cH:36][cH:37][cH:38][cH:39][cH:40]2)[CH:41]=[O:42])=[O:29])[c:5]([F:18])[c:6]([N:8]2[CH2:9][CH:10]3[CH2:11][O:12][CH2:13][CH2:14][N:15]3[CH2:16][CH2:17]2)[n:7]1. Starting materials: CC(C)(Br)C(=O)Nc1cc(C(C)(C)COC2CCCCO2)no1, CC([O-])=S, CCOCC, [K+], CN(C)C=O, O. Product: CC(=O)SC(C)(C)C(=O)Nc1cc(C(C)(C)COC2CCCCO2)no1. As a reaction SMILES: [Br:6][C:7]([C:8](=[O:9])[NH:10][c:11]1[cH:12][c:13]([C:16]([CH2:17][O:18][CH:19]2[O:20][CH2:21][CH2:22][CH2:23][CH2:24]2)([CH3:25])[CH3:26])[n:14][o:15]1)([CH3:27])[CH3:28].[C:1]([CH3:2])(=[S:3])[O-:4].[CH3:30][CH2:31][O:32][CH2:33][CH3:34].[K+:5].[O:35]=[CH:36][N:37]([CH3:38])[CH3:39].[OH2:29]>>[C:1]([CH3:2])([S:3][C:7]([C:8](=[O:9])[NH:10][c:11]1[cH:12][c:13]([C:16]([CH2:17][O:18][CH:19]2[O:20][CH2:21][CH2:22][CH2:23][CH2:24]2)([CH3:25])[CH3:26])[n:14][o:15]1)([CH3:27])[CH3:28])=[O:4]. The product is OCc1ccc(F)nc1. As a reaction SMILES: [BH4-:20].[CH2:28]1[O:29][CH2:30][CH2:31][O:32][CH2:33]1.[CH3:15][N:16]([CH3:17])[CH:18]=[O:19].[F:5][c:6]1[n:7][cH:8][c:9]([C:10](=[O:11])[OH:12])[cH:13][cH:14]1.[Na+:21].[Na+:38].[O-:34][C:35]([OH:36])=[O:37].[S:1]([Cl:2])([Cl:3])=[O:4].[cH:22]1[cH:23][cH:24][cH:25][cH:26][cH:27]1>>[F:5][c:6]1[n:7][cH:8][c:9]([CH2:10][OH:11])[cH:13][cH:14]1. Reactants: [BH4-], C1COCCO1, CN(C)C=O, O=C(O)c1ccc(F)nc1, [Na+], [Na+], O=C([O-])O, O=S(Cl)Cl, c1ccccc1.